Dataset: the Open Reaction Database (ORD), a public repository of structured organic reaction records. Task: describe an organic reaction: reactants, conditions, products, and yield Starting materials: OC=1C=C(C=CC1)CC#N (2-(3-Hydroxyphenyl)acetonitrile), N(=NC(=O)OC(C)C)C(=O)OC(C)C (diisopropyl azodicarboxylate), CC1=C(CO)C(=CC=C1)C (2,6-Dimethylbenzyl alcohol), C1(=CC=CC=C1)P(C1=CC=CC=C1)C1=CC=CC=C1 (triphenylphosphine). The solvent is C1CCOC1 (THF), C1CCOC1 (THF). Run at time 16 hour. Product: CC1=C(COC=2C=C(C=CC2)CC#N)C(=CC=C1)C (2-(3-(2,6-Dimethylbenzyloxy)phenyl)acetonitrile). As a reaction SMILES: [OH:1][C:2]1[CH:3]=[C:4]([CH2:8][C:9]#[N:10])[CH:5]=[CH:6][CH:7]=1.N(C(OC(C)C)=O)=NC(OC(C)C)=O.[CH3:25][C:26]1[CH:33]=[CH:32][CH:31]=[C:30]([CH3:34])[C:27]=1[CH2:28]O.C1(P(C2C=CC=CC=2)C2C=CC=CC=2)C=CC=CC=1>C1COCC1>[CH3:25][C:26]1[CH:33]=[CH:32][CH:31]=[C:30]([CH3:34])[C:27]=1[CH2:28][O:1][C:2]1[CH:3]=[C:4]([CH2:8][C:9]#[N:10])[CH:5]=[CH:6][CH:7]=1. Procedure: A solution of 2-(3-Hydroxyphenyl)acetonitrile (Step A, 5 g, 37 mmol) and diisopropyl azodicarboxylate (DIAD, 3.38 g, 16.7 mmol) in dry THF (20 ml) was added drop wise to a solution of 2,6-Dimethylbenzyl alcohol (2.25 g, 16.5 mmol) and triphenylphosphine (TPP, 4.3 g, 16.4 mmol) in THF (30 ml) at 0° C. under argon. The reaction mixture was stirred at room temperature for 16 hours or until all the starting material is consumed. Silica gel (25 g) was added to the mixture, solvents were removed under... The reactants are BrC1=CC2=C(N=C(O2)C2CCN(CC2)C(=O)OC(C)(C)C)C=C1 (tert-butyl 4-(6-bromobenzo[d]oxazol-2-yl)piperidine-1-carboxylate), FC1=C(C=CC(=C1)S(=O)(=O)C)B1OC(C(O1)(C)C)(C)C (2-[2-Fluoro-4-(methylsulfonyl)phenyl]-4,4,5,5-tetramethyl-1,3,2-dioxaborolane). Yields the product FC1=C(C=CC(=C1)S(=O)(=O)C)C1=CC2=C(N=C(O2)C2CCN(CC2)C(=O)OC(C)(C)C)C=C1 (Tert-butyl 4-{6-[2-fluoro-4-(methylsulfonyl)phenyl]benzo[d]oxazol-2-yl}piperidine-1-carboxylate). Isolated yield 17.0%. RXN SMILES: Br[C:2]1[CH:23]=[CH:22][C:5]2[N:6]=[C:7]([CH:9]3[CH2:14][CH2:13][N:12]([C:15]([O:17][C:18]([CH3:21])([CH3:20])[CH3:19])=[O:16])[CH2:11][CH2:10]3)[O:8][C:4]=2[CH:3]=1.[F:24][C:25]1[CH:30]=[C:29]([S:31]([CH3:34])(=[O:33])=[O:32])[CH:28]=[CH:27][C:26]=1B1OC(C)(C)C(C)(C)O1>>[F:24][C:25]1[CH:30]=[C:29]([S:31]([CH3:34])(=[O:33])=[O:32])[CH:28]=[CH:27][C:26]=1[C:2]1[CH:23]=[CH:22][C:5]2[N:6]=[C:7]([CH:9]3[CH2:14][CH2:13][N:12]([C:15]([O:17][C:18]([CH3:21])([CH3:20])[CH3:19])=[O:16])[CH2:11][CH2:10]3)[O:8][C:4]=2[CH:3]=1. Reported procedure: Following the General Procedure-1, the titled compound (21 mg) was prepared from Intermediate 10 (100 mg, 0.26 mmol) and Intermediate 3 (102 mg, 0.34 mmol) as an off-white solid. M.P.: 174-178.3° C. 1H-NMR (δ ppm, CDCl3, 400 MHz): 7.85-7.75 (m, 3H), 7.73-7.64 (m, 2H), 7.50 (d, J 8.2, 1H), 4.15 (d, J 12.4, 2H), 3.20-3.10 (m, 4H), 3.0 (t, J 12.5, 2H), 2.20-2.12 (m, 2H), 2.00-1.85 (m, 2H), 1.48 (s, 9H).